From a dataset of the Open Reaction Database (ORD), a public repository of structured organic reaction records. describe an organic reaction: reactants, conditions, products, and yield Starting materials: alkyne, C1(C=CC2=CC=CC=C12)CC#CCC1C=CC2=CC=CC=C12 (1,4-bis-(1-indenyl)-but-2-ine), [H][H] (hydrogen). The reagents and catalysts are [Pd] (Pd). Solvent: N1=CC=CC=C1 (pyridine). Product: C1(C=CC2=CC=CC=C12)C\C=C/CC1C=CC2=CC=CC=C12 (1,4-bis-(1-indenyl)-Z-but-2-ene). Isolated yield 112.4%. RXN SMILES: [CH:1]1([CH2:10][C:11]#[C:12][CH2:13][CH:14]2[C:22]3[C:17](=[CH:18][CH:19]=[CH:20][CH:21]=3)[CH:16]=[CH:15]2)[C:9]2[C:4](=[CH:5][CH:6]=[CH:7][CH:8]=2)[CH:3]=[CH:2]1.[H][H]>N1C=CC=CC=1.[Pd]>[CH:14]1([CH2:13]/[CH:12]=[CH:11]\[CH2:10][CH:1]2[C:9]3[C:4](=[CH:5][CH:6]=[CH:7][CH:8]=3)[CH:3]=[CH:2]2)[C:22]2[C:17](=[CH:18][CH:19]=[CH:20][CH:21]=2)[CH:16]=[CH:15]1. Procedure details: A solution is prepared of 20 g (0.0532 moles) of 1,4-bis-(1-indenyl)-but-2-ine in 200 ml of pyridine. The alkyne is then hydrogenated with hydrogen at 1 atm., in the presence of 1.0 g of Pd on BaSO4 (ALDRICH). After 3 hours the absorption of hydrogen stops. The reddish solution is filtered, diluted with water and extracted with diethyl ether. The extract, after evaporation of the solvent, is purified by chromatography on a silica gel column with petroleum ether as eluant. 17 g of 1,4-bis-(1-inde... The reactants are NN (hydrazine), ClCC12CC3CC(CC(C1)C3)C2 (1-chloromethyladamantane), [OH-].[Na+] (sodium hydroxide). The solvent is CO (methanol), O (water). Product: Cl.C12(CC3CC(CC(C1)C3)C2)CNN ((Adamant-1-ylmethyl)hydrazine hydrochloride). Yield: 38.4%. Reaction SMILES: [NH2:1][NH2:2].[Cl:3][CH2:4][C:5]12[CH2:14][CH:9]3[CH2:10][CH:11]([CH2:13][CH:7]([CH2:8]3)[CH2:6]1)[CH2:12]2.[OH-].[Na+]>CO.O>[ClH:3].[C:5]12([CH2:4][NH:1][NH2:2])[CH2:14][CH:9]3[CH2:10][CH:11]([CH2:13][CH:7]([CH2:8]3)[CH2:6]1)[CH2:12]2 |f:2.3,6.7|. Procedure: 4.0 g (120 mmol) of anhydrous hydrazine and 2.3 g (12 mmol) of 1-chloromethyladamantane were introduced into a sealable tube under nitrogen atmosphere. The tube was sealed and heated at 150° for 16 hours. After cooling to room temperature the contents were suspended in methanol, treated with a solution 0.5 g of sodium hydroxide in 1.5 ml of water, and the volatiles removed in vacuo. The resulting solid was extracted with ether and the solution dried with magnesium sulfate and treated with hydrog... Starting materials: ice, Cl (hydrochloric acid), N(=O)[O-].[Na+] (sodium nitrite), NC1=CC=C(C=C1)CNS(=O)(=O)C (N-[(4-aminophenyl)methyl]methanesulphonamide), Cl (hydrochloric acid), C(C)(=O)[O-].[Na+] (sodium acetate), S(=O)([O-])[O-].[Na+].[Na+] (sodium sulphite). The solvent is O (water), O (water), O (water). Run at time 1 hour. Product: Cl.N(N)C1=CC=C(C=C1)CNS(=O)(=O)C (N-[(4-Hydrazinophenyl)methyl]methanesulphonamide, hydrochloride). Reaction SMILES: [N:1]([O-])=O.[Na+].[NH2:5][C:6]1[CH:11]=[CH:10][C:9]([CH2:12][NH:13][S:14]([CH3:17])(=[O:16])=[O:15])=[CH:8][CH:7]=1.C([O-])(=O)C.[Na+].S([O-])([O-])=O.[Na+].[Na+].[ClH:29]>O>[ClH:29].[NH:5]([C:6]1[CH:11]=[CH:10][C:9]([CH2:12][NH:13][S:14]([CH3:17])(=[O:16])=[O:15])=[CH:8][CH:7]=1)[NH2:1] |f:0.1,3.4,5.6.7,10.11|. Procedure details: A solution of sodium nitrite (0.3 g) in water (3 ml) was added, over 15 min. to a stirred suspension of N-[(4-aminophenyl)methyl]methanesulphonamide (0.7 g ) in concentrated hydrochloric acid (3 ml) and water (4 ml) keeping the temperature below 0°. After 1 h, the resulting suspension was added, over 1 min. to a stirred, ice-cooled solution of sodium acetate (3.2 g) and sodium sulphite (1.8 g) in water (20 ml) containing ice (5 g). The orange mixture was stirred for a further 30 min. then at roo... The reactants are O=C([O-])[O-], CCN(CC)CCN(C(=O)c1ccc(F)cc1)c1cccc2ccccc12, ClCCl, CS(C)=O, CO, [K+], [K+], O, c1c[nH]cn1. The product is CCN(CC)CCN(C(=O)c1ccc(-n2ccnc2)cc1)c1cccc2ccccc12. RXN SMILES: [C:33](=[O:34])([O-:35])[O-:36].[CH2:1]([CH3:2])[N:3]([CH2:4][CH2:5][N:6]([C:7]([c:8]1[cH:9][cH:10][c:11]([F:14])[cH:12][cH:13]1)=[O:15])[c:16]1[cH:17][cH:18][cH:19][c:20]2[cH:21][cH:22][cH:23][cH:24][c:25]12)[CH2:26][CH3:27].[CH2:46]([Cl:47])[Cl:48].[CH3:39][S:40]([CH3:41])=[O:42].[CH3:44][OH:45].[K+:37].[K+:38].[OH2:43].[nH:28]1[cH:29][n:30][cH:31][cH:32]1>>[CH2:1]([CH3:2])[N:3]([CH2:4][CH2:5][N:6]([C:7]([c:8]1[cH:9][cH:10][c:11](-[n:28]2[cH:29][n:30][cH:31][cH:32]2)[cH:12][cH:13]1)=[O:15])[c:16]1[cH:17][cH:18][cH:19][c:20]2[cH:21][cH:22][cH:23][cH:24][c:25]12)[CH2:26][CH3:27]. Starting materials: COc1ccc(-c2ccccc2)cc1N=NC(=O)OC(C)C, ClCCl, O=C(OO)c1cccc(Cl)c1. The product is COc1ccc(-c2ccccc2)cc1[N+]([O-])=NC(=O)OC(C)C. As a reaction SMILES: [CH3:1][O:2][c:3]1[c:4]([N:15]=[N:16][C:17](=[O:18])[O:19][CH:20]([CH3:21])[CH3:22])[cH:5][c:6](-[c:9]2[cH:10][cH:11][cH:12][cH:13][cH:14]2)[cH:7][cH:8]1.[Cl:34][CH2:35][Cl:36].[OH:23][O:24][C:25]([c:26]1[cH:27][c:28]([Cl:29])[cH:30][cH:31][cH:32]1)=[O:33]>>[CH3:1][O:2][c:3]1[c:4]([N+:15](=[N:16][C:17](=[O:18])[O:19][CH:20]([CH3:21])[CH3:22])[O-:23])[cH:5][c:6](-[c:9]2[cH:10][cH:11][cH:12][cH:13][cH:14]2)[cH:7][cH:8]1. Starting materials: ClC=1C=C(C=CC1)C(C(C(=O)OCC)CC1=CC=C(C=C1)C(C)(C)CC)=O (ethyl 3-(3-chlorophenyl)-3-oxo-2-[4-(tert-pentyl)benzyl]propionate), Cl (hydrochloric acid). The reagents and catalysts are [BH4-].[Zn+2].[BH4-] (zinc borohydride). The solvent is C(C)OCC (diethyl ether). Conditions: time 20 minute. The product is ClC=1C=C(C=CC1)C(C(C(=O)OCC)CC1=CC=C(C=C1)C(C)(C)CC)O (ethyl (2RS,3RS)-3-(3-chlorophenyl)-3-hydroxy-2-[4-(tert-pentyl)benzyl]propionate). RXN SMILES: [Cl:1][C:2]1[CH:3]=[C:4]([C:8](=[O:27])[CH:9]([CH2:15][C:16]2[CH:21]=[CH:20][C:19]([C:22]([CH2:25][CH3:26])([CH3:24])[CH3:23])=[CH:18][CH:17]=2)[C:10]([O:12][CH2:13][CH3:14])=[O:11])[CH:5]=[CH:6][CH:7]=1.Cl>C(OCC)C.[BH4-].[Zn+2].[BH4-]>[Cl:1][C:2]1[CH:3]=[C:4]([CH:8]([OH:27])[CH:9]([CH2:15][C:16]2[CH:17]=[CH:18][C:19]([C:22]([CH2:25][CH3:26])([CH3:23])[CH3:24])=[CH:20][CH:21]=2)[C:10]([O:12][CH2:13][CH3:14])=[O:11])[CH:5]=[CH:6][CH:7]=1 |f:3.4.5|. Reported procedure: While stirring zinc chloride (4.91 g, 36.0 mmol) in diethyl ether (50 ml), sodium borohydride (2.73 g, 72.0 mmol) was added at room temperature, and the mixture was stirred as it was for 2 hrs. Insoluble material in the mixture was removed by filtration and washed with diethyl ether to give a solution of zinc borohydride in diethyl ether. To the obtained solution was added a solution of ethyl 3-(3-chlorophenyl)-3-oxo-2-[4-(tert-pentyl)benzyl]propionate (6.969 g, 18.01 mmol) in diethyl ether (30 ... The reactants are C(C)(=O)OC1=CC=C(C=C1)C1=CC=C(C=C1)C(=O)O (4'-Acetoxybiphenyl-4-carboxylic acid), acid chloride, S(=O)(Cl)Cl (thionyl chloride), acid chloride, C[C@H](CO)CCCCCC ((S)-2-methyloctanol). Product: OC1=CC=C(C=C1)C1=CC=C(C=C1)C(=O)OC[C@H](CCCCCC)C ((S)-2-methyloctyl 4'-hydroxybiphenyl-4-carboxylate). RXN SMILES: C([O:4][C:5]1[CH:10]=[CH:9][C:8]([C:11]2[CH:16]=[CH:15][C:14]([C:17]([OH:19])=[O:18])=[CH:13][CH:12]=2)=[CH:7][CH:6]=1)(=O)C.S(Cl)(Cl)=O.[CH3:24][C@@H:25]([CH2:28][CH2:29][CH2:30][CH2:31][CH2:32][CH3:33])[CH2:26]O>>[OH:4][C:5]1[CH:6]=[CH:7][C:8]([C:11]2[CH:12]=[CH:13][C:14]([C:17]([O:19][CH2:24][C@@H:25]([CH3:26])[CH2:28][CH2:29][CH2:30][CH2:31][CH2:32][CH3:33])=[O:18])=[CH:15][CH:16]=2)=[CH:9][CH:10]=1. Procedure: 4'-Acetoxybiphenyl-4-carboxylic acid (5.80 g) was converted to an acid chloride using thionyl chloride, and the acid chloride was reacted with (S)-2-methyloctanol. The reaction mixture was extracted with diethyl ether, and the ethereal layer was thoroughly dried. Benzylamine was added thereto in small portions at room temperature. Hydrochloric acid was further added thereto, and the mixture was washed with water. The solvent was removed from the reaction mixture by distillation, and the resultin...